This data is from the Open Reaction Database (ORD), a public repository of structured organic reaction records. The task is: describe an organic reaction: reactants, conditions, products, and yield As a reaction SMILES: [CH2:1]([c:2]1[cH:3][cH:4][cH:5][cH:6][cH:7]1)[n:8]1[c:9]([CH3:27])[n:10][c:11]2[n:12]([CH3:26])[c:13](=[O:25])[n:14]([CH2:18][CH2:19][CH2:20][CH2:21][CH:22]([CH3:23])[OH:24])[c:15](=[O:17])[c:16]12.[CH3:28][C:29](=[O:30])[OH:31].[CH3:32][CH2:33][O:34][C:35](=[O:36])[CH3:37]>>[nH:8]1[c:9]([CH3:27])[n:10][c:11]2[n:12]([CH3:26])[c:13](=[O:25])[n:14]([CH2:18][CH2:19][CH2:20][CH2:21][CH:22]([CH3:23])[OH:24])[c:15](=[O:17])[c:16]12. Yields the product Cc1nc2c([nH]1)c(=O)n(CCCCC(C)O)c(=O)n2C. Starting materials: Cc1nc2c(c(=O)n(CCCCC(C)O)c(=O)n2C)n1Cc1ccccc1, CC(=O)O, CCOC(C)=O.